From a dataset of the Open Reaction Database (ORD), a public repository of structured organic reaction records. describe an organic reaction: reactants, conditions, products, and yield Reactants: C[O-].[Na+] (sodium methoxide), CNC(=O)NN(C1=CC(=CC=C1)CCC)CC(=O)OC (Methyl [2-[(methylamino)carbonyl]-1-(3-propylphenyl)hydrazino]acetate), P(=O)([O-])([O-])[O-] (phosphate). Run in CO (methanol). Run at time 1 hour. Product: CN1C(NN(CC1=O)C1=CC(=CC=C1)CCC)=O (Dihydro-4-methyl-1-(3-propylphenyl)-1,2,4-triazine-3,5-(2H,4H)-dione). Isolated yield 34.3%. As a reaction SMILES: [CH3:1][NH:2][C:3]([NH:5][N:6]([CH2:16][C:17]([O:19]C)=O)[C:7]1[CH:12]=[CH:11][CH:10]=[C:9]([CH2:13][CH2:14][CH3:15])[CH:8]=1)=[O:4].C[O-].[Na+].P([O-])([O-])([O-])=O>CO>[CH3:1][N:2]1[C:17](=[O:19])[CH2:16][N:6]([C:7]2[CH:12]=[CH:11][CH:10]=[C:9]([CH2:13][CH2:14][CH3:15])[CH:8]=2)[NH:5][C:3]1=[O:4] |f:1.2|. Procedure: Methyl [2-[(methylamino)carbonyl]-1-(3-propylphenyl)hydrazino]acetate (0.5 g) was dissolved in methanol (20 ml) under nitrogen at room temperature. Solid sodium methoxide (0.24 g) was added to the solution which was then stirred at room temperature for 1 h. The reaction mixture was poured into pH 6.5 phosphate buffer solution (10 ml) and extracted with ethyl acetate (3×30 ml). The combined, dried organic phases were concentrated in vacuo and the residual oil was purified by FCC eluting with chlo... Reactants: Nc1nc2ncc(C(=O)C3OP(=O)(O)OCC3O)nc2c(=O)[nH]1, ClCCl, Cc1cc(C(=O)N(C)C(CO)C(C)C)ccc1F, [Na+], [Na+], [Na+], O=C([O-])O, O=S([O-])S(=O)(=O)[O-]. The product is Cc1cc(C(=O)N(C)C(C=O)C(C)C)ccc1F. As a reaction SMILES: [CH:19]1([C:20]([c:21]2[n:22][c:23]3[c:24]([n:25][c:26]([NH2:30])[nH:27][c:28]3=[O:29])[n:31][cH:32]2)=[O:33])[CH:34]([OH:35])[CH2:36][O:37][P:38](=[O:39])([OH:40])[O:41]1.[Cl:56][CH2:57][Cl:58].[F:1][c:2]1[c:3]([CH3:18])[cH:4][c:5]([C:6](=[O:7])[N:8]([CH3:9])[CH:10]([CH2:11][OH:12])[CH:13]([CH3:14])[CH3:15])[cH:16][cH:17]1.[Na+:46].[Na+:54].[Na+:55].[O-:42][C:43]([OH:44])=[O:45].[S:47]([S:48]([O-:49])=[O:50])([O-:51])(=[O:52])=[O:53]>>[F:1][c:2]1[c:3]([CH3:18])[cH:4][c:5]([C:6](=[O:7])[N:8]([CH3:9])[CH:10]([CH:11]=[O:12])[CH:13]([CH3:14])[CH3:15])[cH:16][cH:17]1. Starting materials: FC=1C=C(C=C(C1)F)CC(=O)N[C@@H](C)C(=O)O (N-(3,5-Difluorophenylacetyl)-L-alanine), NC1C(NC(C2=CC=CC=C12)C1=NC=CC=C1)=O (4-Amino-1-(pyrid-2-yl)-1,2,3,4-tetrahydroisoquinolin-3-one). Product: FC=1C=C(C=C(C1)F)CC(=O)N[C@@H](C)C(=O)NC1C(NC(C2=CC=CC=C12)C1=NC=CC=C1)=O (4-(N′-(3,5-Difluorophenylacetyl)-L-alaninyl)amino-1-(pyrid-2-yl)-1,2,3,4-tetrahydroisoquinolin-3-one). Reaction SMILES: [F:1][C:2]1[CH:3]=[C:4]([CH2:9][C:10]([NH:12][C@H:13]([C:15]([OH:17])=O)[CH3:14])=[O:11])[CH:5]=[C:6]([F:8])[CH:7]=1.[NH2:18][CH:19]1[C:28]2[C:23](=[CH:24][CH:25]=[CH:26][CH:27]=2)[CH:22]([C:29]2[CH:34]=[CH:33][CH:32]=[CH:31][N:30]=2)[NH:21][C:20]1=[O:35]>>[F:8][C:6]1[CH:5]=[C:4]([CH2:9][C:10]([NH:12][C@H:13]([C:15]([NH:18][CH:19]2[C:28]3[C:23](=[CH:24][CH:25]=[CH:26][CH:27]=3)[CH:22]([C:29]3[CH:34]=[CH:33][CH:32]=[CH:31][N:30]=3)[NH:21][C:20]2=[O:35])=[O:17])[CH3:14])=[O:11])[CH:3]=[C:2]([F:1])[CH:7]=1. Procedure details: Following General Procedure D above using N-(3,5-difluorophenylacetyl)-L-alanine (Example B) and 4-amino-1-(pyrid-2-yl)-1,2,3,4-tetrahydroisoquinoline-3-one (Example 5-C), the title compound was prepared as a solid having a melting point of 100° C. The reactants are C, Cc1ccc2c(c1)c(C1OC(CO)C(O)C(O)C1O)cn2Cc1ccc(OCCOCc2ccccc2)cc1, CO, CCOC(C)=O, [Pd]. Product: Cc1ccc2c(c1)c(C1OC(CO)C(O)C(O)C1O)cn2Cc1ccc(OCCO)cc1. RXN SMILES: [C:48].[CH2:1]([c:2]1[cH:3][cH:4][cH:5][cH:6][cH:7]1)[O:8][CH2:9][CH2:10][O:11][c:12]1[cH:13][cH:14][c:15]([CH2:16][n:17]2[cH:18][c:19]([CH:27]3[CH:28]([OH:29])[CH:30]([OH:31])[CH:32]([OH:33])[CH:34]([CH2:36][OH:37])[O:35]3)[c:20]3[cH:21][c:22]([CH3:26])[cH:23][cH:24][c:25]23)[cH:38][cH:39]1.[CH3:40][OH:41].[CH3:42][CH2:43][O:44][C:45](=[O:46])[CH3:47].[Pd:49]>>[OH:8][CH2:9][CH2:10][O:11][c:12]1[cH:13][cH:14][c:15]([CH2:16][n:17]2[cH:18][c:19]([CH:27]3[CH:28]([OH:29])[CH:30]([OH:31])[CH:32]([OH:33])[CH:34]([CH2:36][OH:37])[O:35]3)[c:20]3[cH:21][c:22]([CH3:26])[cH:23][cH:24][c:25]23)[cH:38][cH:39]1. Starting materials: CCN=C=NCCCN(C)C, CCN(C(C)C)C(C)C, Cl, O=C(O)c1c(F)ccc(F)c1F, O=C(NCC(=O)N1CCNCC1)c1ccc(-c2ccccc2)cc1, CN(C)C=O, O, On1nnc2ccccc21. Yields the product O=C(NCC(=O)N1CCN(C(=O)c2c(F)ccc(F)c2F)CC1)c1ccc(-c2ccccc2)cc1. Reaction SMILES: [CH3:32][CH2:33][N:34]=[C:35]=[N:36][CH2:37][CH2:38][CH2:39][N:40]([CH3:41])[CH3:42].[CH:1]([N:2]([CH2:3][CH3:4])[CH:5]([CH3:6])[CH3:7])([CH3:8])[CH3:9].[ClH:43].[F:10][c:11]1[c:12]([C:13](=[O:14])[OH:15])[c:16]([F:21])[cH:17][cH:18][c:19]1[F:20].[O:44]=[C:45]([CH2:46][NH:47][C:48](=[O:49])[c:50]1[cH:51][cH:52][c:53](-[c:56]2[cH:57][cH:58][cH:59][cH:60][cH:61]2)[cH:54][cH:55]1)[N:62]1[CH2:63][CH2:64][NH:65][CH2:66][CH2:67]1.[O:68]=[CH:69][N:70]([CH3:71])[CH3:72].[OH2:73].[OH:22][n:23]1[c:24]2[c:25]([cH:26][cH:27][cH:28][cH:29]2)[n:30][n:31]1>>[F:10][c:11]1[c:12]([C:13](=[O:15])[N:65]2[CH2:64][CH2:63][N:62]([C:45](=[O:44])[CH2:46][NH:47][C:48](=[O:49])[c:50]3[cH:51][cH:52][c:53](-[c:56]4[cH:57][cH:58][cH:59][cH:60][cH:61]4)[cH:54][cH:55]3)[CH2:67][CH2:66]2)[c:16]([F:21])[cH:17][cH:18][c:19]1[F:20].